Dataset: the Open Reaction Database (ORD), a public repository of structured organic reaction records. Task: describe an organic reaction: reactants, conditions, products, and yield Reactants: N1=CN=CC(=C1)C#CCCCCO (6-(5-pyrimidinyl)-5-hexynol). The reagents and catalysts are [Pd] (palladium on carbon). The solvent is C(C)O (ethanol), C(C)O (ethanol). Product: N1=CN=CC(=C1)CCCCCCO (5-Pyrimidinehexanol). Isolated yield 93.9%. RXN SMILES: [N:1]1[CH:6]=[C:5]([C:7]#[C:8][CH2:9][CH2:10][CH2:11][CH2:12][OH:13])[CH:4]=[N:3][CH:2]=1>C(O)C.[Pd]>[N:1]1[CH:6]=[C:5]([CH2:7][CH2:8][CH2:9][CH2:10][CH2:11][CH2:12][OH:13])[CH:4]=[N:3][CH:2]=1. Reported procedure: A solution of 6-(5-pyrimidinyl)-5-hexynol (3.52 g) in ethanol (20 ml) was added to a pre-hydrogenated suspension of 10% palladium on carbon (1 g) in ethanol (130 ml) and hydrogenated at room temperature and pressure. The mixture was filtered through hyflo and the filtrate evaporated in vacuo to give the title compound as a pale yellow oil (3.38 g). Reactants: BrC=1C=C2CCCN(C2=NC1C(OC)OC)C(=O)NC1=NC=C(C(=C1)NCCOC)C#N (6-bromo-N-(5-cyano-4-((2-methoxyethyl)amino)pyridin-2-yl)-7-(dimethoxymethyl)-3,4-dihydro-1,8-naphthyridine-1(2H)-carboxamide), BrC=1C=C2CCCN(C2=NC1C(OC)OC)C(=O)NC1=NC=C(C(=C1)NCCOC)C#N (6-bromo-N-(5-cyano-4-((2-methoxyethyl)amino)pyridin-2-yl)-7-(dimethoxymethyl)-3,4-dihydro-1,8-naphthyridine-1(2H)-carboxamide), CN1N=C(C=C1)B1OC(C)(C)C(C)(C)O1 (1-methylpyrazolboronicacid pinacol ester), C(=O)([O-])[O-].[Na+].[Na+] (Na2CO3). Reagents/catalysts: C1=CC=C(C=C1)P([C-]2C=CC=C2)C3=CC=CC=C3.C1=CC=C(C=C1)P([C-]2C=CC=C2)C3=CC=CC=C3.Cl[Pd]Cl.[Fe+2] (PdCl2(dppf)). The solvent is COCCOC (DME). Run at temperature 120 celsius, time 20 minute. The product is C(#N)C=1C(=CC(=NC1)NC(=O)N1CCCC2=CC(=C(N=C12)C(OC)OC)C=1C=NN(C1)C)NCCOC (N-(5-cyano-4-((2-methoxyethyl)amino)pyridin-2-yl)-7-(dimethoxymethyl)-6-(1-methyl-1H-pyrazol-4-yl)-3,4-dihydro-1,8-naphthyridine-1(2H)-carboxamide). As a reaction SMILES: Br[C:2]1[CH:3]=[C:4]2[C:9](=[N:10][C:11]=1[CH:12]([O:15][CH3:16])[O:13][CH3:14])[N:8]([C:17]([NH:19][C:20]1[CH:25]=[C:24]([NH:26][CH2:27][CH2:28][O:29][CH3:30])[C:23]([C:31]#[N:32])=[CH:22][N:21]=1)=[O:18])[CH2:7][CH2:6][CH2:5]2.[CH3:33][N:34]1[CH:38]=[CH:37][C:36](B2OC(C)(C)C(C)(C)O2)=[N:35]1.C([O-])([O-])=O.[Na+].[Na+]>COCCOC.C1C=CC(P(C2C=CC=CC=2)[C-]2C=CC=C2)=CC=1.C1C=CC(P(C2C=CC=CC=2)[C-]2C=CC=C2)=CC=1.Cl[Pd]Cl.[Fe+2]>[C:31]([C:23]1[C:24]([NH:26][CH2:27][CH2:28][O:29][CH3:30])=[CH:25][C:20]([NH:19][C:17]([N:8]2[C:9]3[C:4](=[CH:3][C:2]([C:37]4[CH:36]=[N:35][N:34]([CH3:33])[CH:38]=4)=[C:11]([CH:12]([O:15][CH3:16])[O:13][CH3:14])[N:10]=3)[CH2:5][CH2:6][CH2:7]2)=[O:18])=[N:21][CH:22]=1)#[N:32] |f:2.3.4,6.7.8.9|. Procedure details: A suspension of 6-bromo-N-(5-cyano-4-((2-methoxyethyl)amino)pyridin-2-yl)-7-(dimethoxymethyl)-3,4-dihydro-1,8-naphthyridine-1(2H)-carboxamide (intermediate 315, 290 mg, 0.574 mmol), 1-methylpyrazolboronicacid pinacol ester (190 mg, 0.886 mmol), PdCl2(dppf) (43 mg, 59 μmol) and saturated aqueous Na2CO3 (0.7 ml) in DME (2.1 ml) was sealed in a vial and purged with argon. The reaction mixture was stirred at 120° C. for 20 min in a microwave. The suspension was diluted with DCM and water, phases wer...